Dataset: the Open Reaction Database (ORD), a public repository of structured organic reaction records. Task: describe an organic reaction: reactants, conditions, products, and yield Reactants: C1(CC1)CC=1C(=C(C(=O)N)C=CC1O)O (3-(Cyclopropylmethyl)-2,4-dihydroxy benzamide), C(C)(=O)OCC.CCCCCC (ethyl acetate hexane), compound, ester. The product is NC(=O)C1=C(C(=C(OCCCOC2=C(C3=C(CCC(O3)CCC(=O)OC)C=C2)CCC)C=C1)CC1CC1)O (Methyl 7-[3-[4-(aminocarbonyl)-2-(cyclopropylmethyl)-3hydroxyphenoxy]propoxy]-3,4-dihydro-8-propyl-2H-1-benzopyran-2-propanoate). Reaction SMILES: [CH:1]1([CH2:4][C:5]2[C:6]([OH:15])=[C:7]([CH:11]=[CH:12][C:13]=2[OH:14])[C:8]([NH2:10])=[O:9])[CH2:3][CH2:2]1.[C:16]([O:19][CH2:20]C)(=[O:18])[CH3:17].[CH3:22][CH2:23][CH2:24][CH2:25][CH2:26][CH3:27]>>[NH2:10][C:8]([C:7]1[CH:11]=[CH:12][C:13]([O:14][CH2:6][CH2:7][CH2:8][O:9][C:24]2[CH:23]=[CH:22][C:27]3[CH2:4][CH2:5][CH:13]([CH2:12][CH2:17][C:16]([O:19][CH3:20])=[O:18])[O:14][C:26]=3[C:25]=2[CH2:2][CH2:1][CH3:3])=[C:5]([CH2:4][CH:1]2[CH2:3][CH2:2]2)[C:6]=1[OH:15])=[O:9] |f:1.2|. Procedure: The compound of Example 66 and the compound of Example 3 are coupled under the conditions outlined in Example 60. Chromatography of the crude phenolic ester on silica gel using ethyl acetate/hexane (3:7) as eluant affords the product. Starting materials: CC(C)(C)[Si](C)(C)Oc1ccc(C2CCC(O)CC2)c(O[Si](C)(C)C(C)(C)C)c1, CC(Cl)Cl, O=C=NC1CCCCC1. The product is CC(C)(C)[Si](C)(C)Oc1ccc(C2CCC(OC(=O)NC3CCCCC3)CC2)c(O[Si](C)(C)C(C)(C)C)c1. Reaction SMILES: [C:10]([CH3:11])([CH3:12])([CH3:13])[Si:14]([O:15][c:16]1[c:17]([CH:30]2[CH2:31][CH2:32][CH:33]([OH:36])[CH2:34][CH2:35]2)[cH:18][cH:19][c:20]([O:22][Si:23]([CH3:24])([CH3:25])[C:26]([CH3:27])([CH3:28])[CH3:29])[cH:21]1)([CH3:37])[CH3:38].[Cl:39][CH:40]([Cl:41])[CH3:42].[O:1]=[C:2]=[N:3][CH:4]1[CH2:5][CH2:6][CH2:7][CH2:8][CH2:9]1>>[O:1]=[C:2]([NH:3][CH:4]1[CH2:5][CH2:6][CH2:7][CH2:8][CH2:9]1)[O:36][CH:33]1[CH2:32][CH2:31][CH:30]([c:17]2[c:16]([O:15][Si:14]([C:10]([CH3:11])([CH3:12])[CH3:13])([CH3:37])[CH3:38])[cH:21][c:20]([O:22][Si:23]([CH3:24])([CH3:25])[C:26]([CH3:27])([CH3:28])[CH3:29])[cH:19][cH:18]2)[CH2:35][CH2:34]1. Product: COC(=O)C(=O)Nc1cc(-c2ccc(OC(F)(F)F)cc2)ccc1OCc1ccc(C(C)(C)C)cc1. Reactants: COC(=O)C(=O)Cl, ClCCl, CC(C)(C)c1ccc(COc2ccc(-c3ccc(OC(F)(F)F)cc3)cc2N)cc1, [Na+], O, O=C([O-])O. As a reaction SMILES: [Cl:1][C:2]([C:3](=[O:4])[O:5][CH3:6])=[O:7].[Cl:43][CH2:44][Cl:45].[NH2:8][c:9]1[cH:10][c:11](-[c:27]2[cH:28][cH:29][c:30]([O:33][C:34]([F:35])([F:36])[F:37])[cH:31][cH:32]2)[cH:12][cH:13][c:14]1[O:15][CH2:16][c:17]1[cH:18][cH:19][c:20]([C:23]([CH3:24])([CH3:25])[CH3:26])[cH:21][cH:22]1.[Na+:38].[OH2:46].[OH:39][C:40](=[O:41])[O-:42]>>[C:2]([C:3](=[O:4])[O:5][CH3:6])(=[O:7])[NH:8][c:9]1[cH:10][c:11](-[c:27]2[cH:28][cH:29][c:30]([O:33][C:34]([F:35])([F:36])[F:37])[cH:31][cH:32]2)[cH:12][cH:13][c:14]1[O:15][CH2:16][c:17]1[cH:18][cH:19][c:20]([C:23]([CH3:24])([CH3:25])[CH3:26])[cH:21][cH:22]1. Reactants: CC(C)(C)OC(=O)NCc1ccc(NC(=S)NC(=O)c2ccccc2)cc1, CO, [K+], [K+], O=C([O-])[O-], O. Yields the product CC(C)(C)OC(=O)NCc1ccc(NC(N)=S)cc1. As a reaction SMILES: [C:1](=[O:2])([c:3]1[cH:4][cH:5][cH:6][cH:7][cH:8]1)[NH:9][C:10](=[S:11])[NH:12][c:13]1[cH:14][cH:15][c:16]([CH2:17][NH:18][C:19]([O:20][C:21]([CH3:22])([CH3:23])[CH3:24])=[O:25])[cH:26][cH:27]1.[CH3:34][OH:35].[K+:28].[K+:29].[O-:30][C:31]([O-:32])=[O:33].[OH2:36]>>[NH2:9][C:10](=[S:11])[NH:12][c:13]1[cH:14][cH:15][c:16]([CH2:17][NH:18][C:19]([O:20][C:21]([CH3:22])([CH3:23])[CH3:24])=[O:25])[cH:26][cH:27]1. The reactants are C1(CCCCC1)C(=O)O (cyclohexanecarboxylic acid), Cl.C(C)N=C=NCCCN(C)C (1-ethyl-3-(3-dimethylaminopropyl)carbodiimide hydrochloride), NC=1C(=NC(N(C1N)CCC)=O)S (5,6-diamino-1,2-dihydro-4-mercapto-2-oxo-1-propylpyrimidine), [OH-].[Na+] (sodium hydroxide), Cl (hydrochloric acid), Cl (hydrochloric acid), CI (methyl iodide). Run in O (water), O1CCOCC1 (1,4-dioxane). Reaction conditions: time 8 hour. Product: C1(CCCCC1)C1=NC=2N(C(N=C(C2N1)SC)=O)CCC (8-Cyclohexyl-6-methylthio-3-(n-propyl)-7H-purin-2(3H)-one). Isolated yield 77.0%. RXN SMILES: [NH2:1][C:2]1[C:3]([SH:13])=[N:4][C:5](=[O:12])[N:6]([CH2:9][CH2:10][CH3:11])[C:7]=1[NH2:8].[CH:14]1([C:20](O)=O)[CH2:19][CH2:18][CH2:17][CH2:16][CH2:15]1.Cl.[CH2:24](N=C=NCCCN(C)C)C.[OH-].[Na+].Cl.CI>O1CCOCC1.O>[CH:14]1([C:20]2[NH:1][C:2]3[C:3]([S:13][CH3:24])=[N:4][C:5](=[O:12])[N:6]([CH2:9][CH2:10][CH3:11])[C:7]=3[N:8]=2)[CH2:19][CH2:18][CH2:17][CH2:16][CH2:15]1 |f:2.3,4.5|. Procedure: Phosphorus pentasulfide (27.1 g, 122 mmol, 1.5 equivalents) was suspended in pyridine (150 mL) and the mixture was heated to 100° C. To the suspension was gradually added 5,6-diamino-1-propyluracil (15.0 g, 81.3 mmol), which was obtained by the method described in Journal of Medicinal Chemistry (J. Med. Chem.), 32 (6), p. 1231, 1989, with heating and stirring, and then the mixture was stirred for 7 hours. After the reaction solution was cooled on ice, the deposited solid was separated by filtrat... The reactants are NC1=CC=CC=C1 (aniline), C(C1=CC=CC=C1)(=O)Cl (benzoyl chloride), C(C1=CC=CC=C1)(=O)NC1=CC=CC=C1 (benzanilide), C(C1=CC=CC=C1)(=N)Cl (benzimidoyl chloride). Yields the product 1,2-diphenylquinolones, OCC(=O)C1=CC=CC=C1 (2-hydroxyacetophenone), C1(=CC=CC=C1)N=C(C1=CC=CC=C1)OC1=C(C=CC=C1)C(C)=O (2-acetylphenyl N-phenylbenzimidate). RXN SMILES: N[C:2]1[CH:7]=[CH:6][CH:5]=[CH:4][CH:3]=1.[C:8](Cl)(=[O:15])[C:9]1[CH:14]=[CH:13][CH:12]=[CH:11][CH:10]=1.[C:17]([NH:25][C:26]1[CH:31]=[CH:30][CH:29]=[CH:28][CH:27]=1)(=[O:24])[C:18]1[CH:23]=[CH:22][CH:21]=[CH:20][CH:19]=1.C(Cl)(=N)C1C=CC=CC=1>>[OH:24][CH2:17][C:8]([C:9]1[CH:14]=[CH:13][CH:12]=[CH:11][CH:10]=1)=[O:15].[C:26]1([N:25]=[C:17]([O:24][C:3]2[CH:4]=[CH:5][CH:6]=[CH:7][C:2]=2[C:8](=[O:15])[CH3:9])[C:18]2[CH:19]=[CH:20][CH:21]=[CH:22][CH:23]=2)[CH:31]=[CH:30][CH:29]=[CH:28][CH:27]=1. Procedure details: In a third method the 1,2-diphenylquinolones (IV, m = 0) are prepared by acylation of an appropriate aniline with an appropriate benzoyl chloride, chlorination of the resulting benzanilide, reaction of the benzimidoyl chloride so obtained with an appropriate 2-hydroxyacetophenone and rearrangement of the resulting 2-acetylphenyl N-phenylbenzimidate. The sequence of reactions is illustrated by the following equations: ##STR9## Reactants: [Cl-].[NH4+] (ammonium chloride), C(C1=CC=CC=C1)OCCCCCBr (5-benzyloxypentyl bromide), C(CCCCBr)Br (pentamethylene bromide), C(C1=CC=CC=C1)O (benzyl alcohol), C(C1=CC=CC=C1)OCCCCCBr (5-benzyloxypentyl bromide), [Mg] (magnesium), C1OC2(C[C@@H]3CC(C[C@@H]3C2)=O)OC1 (7,7-ethylenedioxy-3-oxo-cis-bicyclo[3,3,0]octane), 5-benzyloxypentamethylene-magnesium bromide. The solvent is C(C)OCC (diethyl ether), C(C)OCC (diethyl ether). Reaction conditions: time 1.5 hour. Yields the product C(C1=CC=CC=C1)OCCCCCC1(C[C@@H]2CC3(C[C@@H]2C1)OCCO3)O (3-(5-Benzyloxypentyl)-7,7-ethylenedioxy-3-hydroxy-cis-bicyclo[3.3.0]octane). Isolated yield 56.1%. RXN SMILES: [CH2:1]1[CH2:13][O:12][C:3]2([CH2:10][C@@H:9]3[C@@H:5]([CH2:6][C:7](=[O:11])[CH2:8]3)[CH2:4]2)[O:2]1.[CH2:14]([O:21][CH2:22][CH2:23][CH2:24][CH2:25][CH2:26]Br)[C:15]1[CH:20]=[CH:19][CH:18]=[CH:17][CH:16]=1.[Mg].C(Br)CCCCBr.C(O)C1C=CC=CC=1.[Cl-].[NH4+]>C(OCC)C>[CH2:14]([O:21][CH2:22][CH2:23][CH2:24][CH2:25][CH2:26][C:7]1([OH:11])[CH2:6][C@@H:5]2[C@@H:9]([CH2:10][C:3]3([O:2][CH2:1][CH2:13][O:12]3)[CH2:4]2)[CH2:8]1)[C:15]1[CH:20]=[CH:19][CH:18]=[CH:17][CH:16]=1 |f:5.6|. Procedure details: A solution of 501 mg of 7,7-ethylenedioxy-3-oxo-cis-bicyclo[3,3,0]octane in 5 ml of diethyl ether was added dropwise at room temperature to 5-benzyloxypentamethylene-magnesium bromide, which had been prepared in 5 ml of diethyl ether from 1.00 g of 5-benzyloxypentyl bromide and 100 mg of metallic magnesium at room temperature. The 5-benzyloxypentyl bromide, in turn, had been prepared from pentamethylene bromide and benzyl alcohol according to the method of A. W. Burgstabler et al. [J. Org. Chem....